Dataset: the Open Reaction Database (ORD), a public repository of structured organic reaction records. Task: describe an organic reaction: reactants, conditions, products, and yield Starting materials: N1=C(C=CC=C1)CN1C(N=C(C2=CC=CC=C12)C1=CC=CC=C1)=O (1-(2-pyridylmethyl)-4-phenyl-2(1H)-quinazolinone), [N+](=O)([O-])[O-].[K+] (potassium nitrate). The solvent is S(O)(O)(=O)=O (sulfuric acid), S(O)(O)(=O)=O (sulfuric acid). Reaction conditions: time 3 hour. The product is N1=C(C=CC=C1)CN1C(N=C(C2=CC(=CC=C12)[N+](=O)[O-])C1=CC=CC=C1)=O (1-(2-pyridylmethyl)-4-phenyl-6-nitro-2(1H)-quinazolinone). As a reaction SMILES: [N:1]1[CH:6]=[CH:5][CH:4]=[CH:3][C:2]=1[CH2:7][N:8]1[C:17]2[C:12](=[CH:13][CH:14]=[CH:15][CH:16]=2)[C:11]([C:18]2[CH:23]=[CH:22][CH:21]=[CH:20][CH:19]=2)=[N:10][C:9]1=[O:24].[N+:25]([O-])([O-:27])=[O:26].[K+]>S(=O)(=O)(O)O>[N:1]1[CH:6]=[CH:5][CH:4]=[CH:3][C:2]=1[CH2:7][N:8]1[C:17]2[C:12](=[CH:13][C:14]([N+:25]([O-:27])=[O:26])=[CH:15][CH:16]=2)[C:11]([C:18]2[CH:23]=[CH:22][CH:21]=[CH:20][CH:19]=2)=[N:10][C:9]1=[O:24] |f:1.2|. Procedure details: To a solution of 3.13 g of 1-(2-pyridylmethyl)-4-phenyl-2(1H)-quinazolinone in 10 ml of concentrated sulfuric acid was added dropwise a solution of 1 g of potassium nitrate in 3 ml of concentrated sulfuric acid with cooling by an ice bath. The resulting mixture was stirred at room temperature for 3 hours and then poured onto cracked ice. The precipitate was collected by filtration, washed successively with water and ammonia water and dried to give 1-(2-pyridylmethyl)-4-phenyl-6-nitro-2(1H)-quina...